This data is from the Open Reaction Database (ORD), a public repository of structured organic reaction records. The task is: describe an organic reaction: reactants, conditions, products, and yield Reactants: C12(CC3CC(CC(C1)C3)C2)C2=CC=C(OCC(=O)O)C=C2 ([4-(1-adamantyl)phenoxy]acetic acid), COC(C1=CC=C(C=C1)N)=O (4-aminobenzoic acid methyl ester), Cl.C(C)N=C=N (N′-ethyl carbodiimide HCl), OS1C=NC2=C1C=CC=C2 (1-hydroxybenzothiazole), C(C)(C)N(C(C)C)CC (N,N-diisopropylethylamine). Solvent: CN(C)C=O (DMF). Conditions: time 8 hour. The product is COC(C1=CC=C(C=C1)NC(COC1=CC=C(C=C1)C12CC3CC(CC(C1)C3)C2)=O)=O (4-[2-(4-Adamantan-1-yl-phenoxy)-acetylamino]-benzoic acid methyl ester). The yield is 51.6%. Reaction SMILES: [C:1]12([C:11]3[CH:21]=[CH:20][C:14]([O:15][CH2:16][C:17](O)=[O:18])=[CH:13][CH:12]=3)[CH2:10][CH:5]3[CH2:6][CH:7]([CH2:9][CH:3]([CH2:4]3)[CH2:2]1)[CH2:8]2.[CH3:22][O:23][C:24](=[O:32])[C:25]1[CH:30]=[CH:29][C:28]([NH2:31])=[CH:27][CH:26]=1.Cl.C(N=C=N)C.OS1C2C=CC=CC=2N=C1.C(N(CC)C(C)C)(C)C>CN(C=O)C>[CH3:22][O:23][C:24](=[O:32])[C:25]1[CH:30]=[CH:29][C:28]([NH:31][C:17](=[O:18])[CH2:16][O:15][C:14]2[CH:13]=[CH:12][C:11]([C:1]34[CH2:10][CH:5]5[CH2:4][CH:3]([CH2:9][CH:7]([CH2:6]5)[CH2:8]3)[CH2:2]4)=[CH:21][CH:20]=2)=[CH:27][CH:26]=1 |f:2.3|. Reported procedure: To a mixture of [4-(1-adamantyl)phenoxy]acetic acid (143.2 mg, 0.5 mmol), 4-aminobenzoic acid methyl ester (113.4 mg, 0.5 mmol), N-3-dimethylaminopropyl)-N′-ethyl carbodiimide HCl (EDC) (143.8 mg, 0.75 mmol) and 1-hydroxybenzothiazole (HOBt) (101.4 mg, 0.75 mmol) in DMF (6 mL) was added N,N-diisopropylethylamine, redistilled (DIPEA) (97.0 mg, 0.13 mL, 0.75 mmol). The mixture was stirred overnight, and then partitioned between ethyl acetate and 10% HCl. The organic phase was washed with brine, dr... Starting materials: BrCC1=C(C2=C(SC=C2)C=C1F)F (5-bromomethyl-4,6-difluorobenzo[b]thiophene), C(C)(=O)[O-].[K+] (potassium acetate), O (water), C(C)(=O)OCC (ethyl acetate). The solvent is CN(C=O)C (N,N-dimethyl-formamide). Run at temperature 60 celsius, time 1 hour. Yields the product C(C)(=O)OCC1=C(C2=C(SC=C2)C=C1F)F (5-acetoxymethyl-4 , 6-difluorobenzo[b]thiophene). Reaction SMILES: Br[CH2:2][C:3]1[C:11]([F:12])=[CH:10][C:6]2[S:7][CH:8]=[CH:9][C:5]=2[C:4]=1[F:13].[C:14]([O-:17])(=[O:16])[CH3:15].[K+].O.C(OCC)(=O)C>CN(C)C=O>[C:14]([O:17][CH2:2][C:3]1[C:11]([F:12])=[CH:10][C:6]2[S:7][CH:8]=[CH:9][C:5]=2[C:4]=1[F:13])(=[O:16])[CH3:15] |f:1.2|. Procedure: To a solution of 0.18 g of 5-bromomethyl-4,6-difluorobenzo[b]thiophene in 5 ml of N,N-dimethyl-formamide is added 0.23 g of potassium acetate, and the resulting mixture is stirred at 60° C. for one hour. The temperature of the thus stirred mixture is lowered to room temperature, and 10 ml of water and 10 ml of ethyl acetate are added thereto. Thereafter, the resulting organic layer is separated, washed successively with water and a saturated saline solution and then dried over anhydrous magnesiu... As a reaction SMILES: [CH3:13][CH2:14][OH:15].[N+:1]([O-:2])(=[O:3])[CH2:4][C:5]12[CH2:6][CH2:7][CH2:8][N:9]1[CH2:10][CH2:11][CH2:12]2>>[NH2:1][CH2:4][C:5]12[CH2:6][CH2:7][CH2:8][N:9]1[CH2:10][CH2:11][CH2:12]2. Yields the product NCC12CCCN1CCC2. Starting materials: CCO, O=[N+]([O-])CC12CCCN1CCC2. The reactants are BrCC1CO1 (1-bromo-2,3-epoxypropane), C(C)(C)(C)C1=CC=C(C=C1)S (p-tert-butylthiophenol). Solvent: CO.C(C)N(CC)CC (methanol triethylamine). Conditions: time 2 hour. Yields the product BrCC(CSC1=CC=C(C=C1)C(C)(C)C)O (1-Bromo-3-(4'-tert-butylphenylthio)-propan-2-ol). Isolated yield 102.5%. RXN SMILES: [Br:1][CH2:2][CH:3]1[O:5][CH2:4]1.[C:6]([C:10]1[CH:15]=[CH:14][C:13]([SH:16])=[CH:12][CH:11]=1)([CH3:9])([CH3:8])[CH3:7]>CO.C(N(CC)CC)C>[Br:1][CH2:2][CH:3]([OH:5])[CH2:4][S:16][C:13]1[CH:14]=[CH:15][C:10]([C:6]([CH3:9])([CH3:8])[CH3:7])=[CH:11][CH:12]=1 |f:2.3|. Procedure details: To a stirred solution of 64.9 ml [103.67 g (0.758 mole)] 1-bromo-2,3-epoxypropane dissolved in 18 ml methanol/triethylamine (1:1) cooled to 5°-10° C. in a water-ice bath, 124.5 g (0.75 mole) p-tert-butylthiophenol was added dropwise. After the addition was complete (about 21/4 hours), the reaction mixture was allowed to come to room temperature and was allowed to stir at room temperature for about 2 hours. Volatiles were removed in vacuo to give 233.1 g of crude product as a viscous oil. Starting materials: C(O)([O-])=O.[Na+].C([O-])([O-])=O.[Na+].[Na+] (sodium hydrogen carbonate sodium carbonate), C(O)([O-])=O.[Na+] (sodium hydrogen carbonate), C(C)(C)(C)OC(NC(CC=CC(N(C)C(CC1=CC2=CC=CC=C2C=C1)C(N(C)C(CC1=C(C=CC=C1)F)C(NC)=O)=O)=O)(C)C)=O ({4-[(1-{[2-(2-Fluorophenyl)-1-methylcarbamoylethyl]methylcarbamoyl}2-(2-naphthyl)ethyl)methylcarbamoyl]-1,1-dimethyl-but-3-enyl}carbamic acid tert-butyl ester), FC(C(=O)O)(F)F (Trifluoro acetic acid). Solvent: C(Cl)Cl (Methylene chloride), C(Cl)Cl (methylene chloride). Reaction conditions: time 5 minute. Product: FC1=C(C=CC=C1)CC(C(NC)=O)N(C(=O)C(CC1=CC2=CC=CC=C2C=C1)N(C(C=CCC(C)(C)N)=O)C)C (5-Amino-5-methyl-hex-2-enoic acid (1-{[2-(2-fluorophenyl)-1-methylcarbamoylethyl]methylcarbamoyl}2-(2-naphthyl)ethyl)methylamide). Isolated yield 77.8%. Reaction SMILES: C(OC(=O)[NH:7][C:8]([CH3:46])([CH3:45])[CH2:9][CH:10]=[CH:11][C:12](=[O:44])[N:13]([CH:15]([C:27](=[O:43])[N:28]([CH:30]([C:39](=[O:42])[NH:40][CH3:41])[CH2:31][C:32]1[CH:37]=[CH:36][CH:35]=[CH:34][C:33]=1[F:38])[CH3:29])[CH2:16][C:17]1[CH:26]=[CH:25][C:24]2[C:19](=[CH:20][CH:21]=[CH:22][CH:23]=2)[CH:18]=1)[CH3:14])(C)(C)C.FC(F)(F)C(O)=O.C(=O)([O-])O.[Na+].C(=O)([O-])[O-].[Na+].[Na+].C(=O)([O-])O.[Na+]>C(Cl)Cl>[F:38][C:33]1[CH:34]=[CH:35][CH:36]=[CH:37][C:32]=1[CH2:31][CH:30]([N:28]([CH3:29])[C:27]([CH:15]([N:13]([CH3:14])[C:12](=[O:44])[CH:11]=[CH:10][CH2:9][C:8]([NH2:7])([CH3:46])[CH3:45])[CH2:16][C:17]1[CH:26]=[CH:25][C:24]2[C:19](=[CH:20][CH:21]=[CH:22][CH:23]=2)[CH:18]=1)=[O:43])[C:39](=[O:42])[NH:40][CH3:41] |f:2.3.4.5.6,7.8|. Procedure details: {4-[(1-{[2-(2-Fluorophenyl)-1-methylcarbamoylethyl]methylcarbamoyl}2-(2-naphthyl)ethyl)methylcarbamoyl]-1,1-dimethyl-but-3-enyl}carbamic acid tert-butyl ester (0.36 g; 0.557 mmol) was dissolved in methylene chloride (3 ml). Trifluoro acetic acid (3 ml) was added and the reaction mixture was stirred 5 min at room temperature. Methylene chloride (25 ml), sodium hydrogen carbonate/sodium carbonate (3 ml) and sodium hydrogen carbonate (s) was added until pH=8. The organic phase was dried (magnesium ... Starting materials: CN(C)CC(c1ccc(OCc2ccccc2)cc1)C1(O)CCCCC1, CO. RXN SMILES: [CH3:1][N:2]([CH2:3][CH:4]([c:5]1[cH:6][cH:7][c:8]([O:11][CH2:12][c:13]2[cH:14][cH:15][cH:16][cH:17][cH:18]2)[cH:9][cH:10]1)[C:19]1([OH:25])[CH2:20][CH2:21][CH2:22][CH2:23][CH2:24]1)[CH3:26].[CH3:27][OH:28]>>[CH3:1][N:2]([CH2:3][CH:4]([c:5]1[cH:6][cH:7][c:8]([OH:11])[cH:9][cH:10]1)[C:19]1([OH:25])[CH2:20][CH2:21][CH2:22][CH2:23][CH2:24]1)[CH3:26]. Yields the product CN(C)CC(c1ccc(O)cc1)C1(O)CCCCC1.